This data is from the Open Reaction Database (ORD), a public repository of structured organic reaction records. The task is: describe an organic reaction: reactants, conditions, products, and yield Reactants: BrB(Br)Br, COCC1(c2nc(C(=O)Nc3cccc(C(=O)O)c3)c(CCC34CC5CC(CC(C5)C3)C4)[nH]2)CCCCC1, ClCCl, O. Product: O=C(O)c1cccc(NC(=O)c2nc(C3(CO)CCCCC3)[nH]c2CCC23CC4CC(CC(C4)C2)C3)c1. As a reaction SMILES: [B:39]([Br:40])([Br:41])[Br:42].[C:1]12([CH2:11][CH2:12][c:13]3[c:14]([C:27](=[O:28])[NH:29][c:30]4[cH:31][c:32]([C:33](=[O:34])[OH:35])[cH:36][cH:37][cH:38]4)[n:15][c:16]([C:18]4([CH2:24][O:25][CH3:26])[CH2:19][CH2:20][CH2:21][CH2:22][CH2:23]4)[nH:17]3)[CH2:2][CH:3]3[CH2:4][CH:5]([CH2:6][CH:7]([CH2:8]1)[CH2:9]3)[CH2:10]2.[Cl:44][CH2:45][Cl:46].[OH2:43]>>[C:1]12([CH2:11][CH2:12][c:13]3[c:14]([C:27](=[O:28])[NH:29][c:30]4[cH:31][c:32]([C:33](=[O:34])[OH:35])[cH:36][cH:37][cH:38]4)[n:15][c:16]([C:18]4([CH2:24][OH:25])[CH2:19][CH2:20][CH2:21][CH2:22][CH2:23]4)[nH:17]3)[CH2:2][CH:3]3[CH2:4][CH:5]([CH2:6][CH:7]([CH2:8]1)[CH2:9]3)[CH2:10]2. Solvent: C1CCOC1 (THF). Procedure: The compound of step 1 (100 mg, 0.327 mmol) was dissolved in THF (1.5 ml) and the mixture was cooled to −30° C. Phenyl chloroformate (77.6 mg, 0.49 mmol) was added and the mixture was stirred for 10 minutes. Ethyl magnesiumbromide (0.589 ml, 1M in THF) was added at −30° C. and the mixture was stirred for 30 minutes, partitioned between diethylether and aqueous ammonium chloride solution, the combined organic extracts were dried over sodium chloride and evaporated to dryness in vacuo. The raw mat... Conditions: temperature -30 celsius, time 10 minute. Reactants: ClC(=O)OC1=CC=CC=C1 (Phenyl chloroformate), C(C)OC(C1=CN=CC(=C1)OCCC1=CC(=CC=C1)Cl)=O (5-[2-(3-Chloro-phenyl)-ethoxy]-nicotinic acid ethyl ester), C(C)[Mg]Br (Ethyl magnesiumbromide). Reaction SMILES: [CH2:1]([O:3][C:4](=[O:21])[C:5]1[CH:10]=[C:9]([O:11][CH2:12][CH2:13][C:14]2[CH:19]=[CH:18][CH:17]=[C:16]([Cl:20])[CH:15]=2)[CH:8]=[N:7][CH:6]=1)[CH3:2].Cl[C:23]([O:25][C:26]1[CH:31]=[CH:30][CH:29]=[CH:28][CH:27]=1)=[O:24].[CH2:32]([Mg]Br)[CH3:33]>C1COCC1>[C:26]1([O:25][C:23]([N:7]2[CH:8]=[C:9]([O:11][CH2:12][CH2:13][C:14]3[CH:19]=[CH:18][CH:17]=[C:16]([Cl:20])[CH:15]=3)[CH:10]([CH2:32][CH3:33])[C:5]([C:4]([O:3][CH2:1][CH3:2])=[O:21])=[CH:6]2)=[O:24])[CH:31]=[CH:30][CH:29]=[CH:28][CH:27]=1. The product is C1(=CC=CC=C1)OC(=O)N1C=C(C(C(=C1)OCCC1=CC(=CC=C1)Cl)CC)C(=O)OCC (5-[2-(3-Chloro-phenyl)-ethoxy]-4-ethyl-4H-pyridine-1,3-dicarboxylic acid 3-ethyl ester 1-phenyl ester). The reactants are CCOCC (Et2O), [H-].[H-].[H-].[H-].[Li+].[Al+3] (LiAlH4), ClC=1C=C(C=CC1Cl)C(CC(=O)OC)C[N+](=O)[O-] (methyl 3-(3,4-dichlorophenyl)-4-nitrobutyrate). Run in O1CCCC1 (tetrahydrofuran). Reaction conditions: time 45 minute. Product: NCC(CCO)C1=CC(=C(C=C1)Cl)Cl (4-amino-3-(3,4-dichlorophenyl)-butanol). Isolated yield 75.2%. RXN SMILES: CCOCC.[H-].[H-].[H-].[H-].[Li+].[Al+3].[Cl:12][C:13]1[CH:14]=[C:15]([CH:20]([CH2:26][N+:27]([O-])=O)[CH2:21][C:22](OC)=[O:23])[CH:16]=[CH:17][C:18]=1[Cl:19]>O1CCCC1>[NH2:27][CH2:26][CH:20]([C:15]1[CH:16]=[CH:17][C:18]([Cl:19])=[C:13]([Cl:12])[CH:14]=1)[CH2:21][CH2:22][OH:23] |f:1.2.3.4.5.6|. Procedure details: To a 1M Et2O solution of LiAlH4 (200 mL, 200 mmol) at 0° C., slowly add the product of Step 2 (14.35 g, 49.1 mmol) dissolved in tetrahydrofuran (THF) (100 mL). Allow the reaction mixture to warm to room temperature and stir for 45 min. After recooling to 0° C., quench the excess LiAlH4 by the careful addition of aqueous saturated Na2SO4 (20 mL). Dry the solution with Na2SO4 and filter. Wash the lithium salts with Et2O (3×300 mL). Concentrate the combined filtrates to give 8.65 g of 4-amino-3-(3,... Starting materials: C(\C=C(/C)\CCC=C(C)C)Br (Geranylbromide), CNC (dimethylamine). The solvent is C(C)O (ethanol), industrial methylated spirits. Yields the product CN(CC=C(CCC=C(C)C)C)C (1-dimethylamino-3.7-dimethyl-2,6-octadiene). Isolated yield 72.0%. As a reaction SMILES: [CH2:1](Br)/[CH:2]=[C:3](/[CH2:5][CH2:6][CH:7]=[C:8]([CH3:10])[CH3:9])\[CH3:4].[CH3:12][NH:13][CH3:14]>C(O)C>[CH3:12][N:13]([CH3:14])[CH2:1][CH:2]=[C:3]([CH3:4])[CH2:5][CH2:6][CH:7]=[C:8]([CH3:10])[CH3:9]. Procedure details: Geranylbromide (20 g) in ethanol (50 ml) was added to 33% dimethylamine in industrial methylated spirits (240 ml) and the mixture was heated at reflux for 8 hours. The reaction mixture was evaporated to dryness, mixed with 2N sodium hydroxide (50 ml) and then extracted with diethyl ether (2×100ml). The ether extracts were combined and washed with water (50 ml), then dried with anhydrous magnesium sulphate and evaporated to dryness. The resulting orange oil was purified by chromatography (with a ... Procedure: 5-Bromo-6-chloro-N-(4-(trifluoromethoxy)phenyl)nicotinamide (Stage 12.2, 60 mg, 0.152 mmol), (Rac.)-pyrrolidin-3-ol (15.86 mg, 0.182 mmol), and DIPEA (53.0 μL, 0.303 mmol) in iPrOH (250 μL) were added to a MW vial and subjected to MW irradiation at 110° C. for 20 min. The RM was then transferred into a MV vial containing pyrimidin-5-ylboronic acid (56.4 mg, 0.455 mmol), Pd(PPh3)2Cl2 (10.65 mg, 0.015 mmol), Na2CO3 (80 mg, 0.758 mmol) and treated with a mixture of DME (600 μL)-water (200 μL). The ... Run in CC(C)O (iPrOH). Reagents/catalysts: Cl[Pd]([P](C1=CC=CC=C1)(C2=CC=CC=C2)C3=CC=CC=C3)([P](C4=CC=CC=C4)(C5=CC=CC=C5)C6=CC=CC=C6)Cl (Pd(PPh3)2Cl2). Starting materials: N1=CN=CC(=C1)B(O)O (pyrimidin-5-ylboronic acid), C(=O)([O-])[O-].[Na+].[Na+] (Na2CO3), BrC=1C(=NC=C(C(=O)NC2=CC=C(C=C2)OC(F)(F)F)C1)Cl (5-Bromo-6-chloro-N-(4-(trifluoromethoxy)phenyl)nicotinamide), N1CC(CC1)O ((Rac.)-pyrrolidin-3-ol), CCN(C(C)C)C(C)C (DIPEA), Si-Thiol, DME (600 μL)-water. RXN SMILES: Br[C:2]1[C:3](Cl)=[N:4][CH:5]=[C:6]([CH:21]=1)[C:7]([NH:9][C:10]1[CH:15]=[CH:14][C:13]([O:16][C:17]([F:20])([F:19])[F:18])=[CH:12][CH:11]=1)=[O:8].[NH:23]1[CH2:27][CH2:26][CH:25]([OH:28])[CH2:24]1.CCN(C(C)C)C(C)C.[N:38]1[CH:43]=[C:42](B(O)O)[CH:41]=[N:40][CH:39]=1.C([O-])([O-])=O.[Na+].[Na+]>CC(O)C.Cl[Pd](Cl)([P](C1C=CC=CC=1)(C1C=CC=CC=1)C1C=CC=CC=1)[P](C1C=CC=CC=1)(C1C=CC=CC=1)C1C=CC=CC=1>[OH:28][CH:25]1[CH2:26][CH2:27][N:23]([C:3]2[C:2]([C:42]3[CH:43]=[N:38][CH:39]=[N:40][CH:41]=3)=[CH:21][C:6]([C:7]([NH:9][C:10]3[CH:15]=[CH:14][C:13]([O:16][C:17]([F:20])([F:19])[F:18])=[CH:12][CH:11]=3)=[O:8])=[CH:5][N:4]=2)[CH2:24]1 |f:4.5.6,^1:59,78|. The product is OC1CN(CC1)C1=NC=C(C(=O)NC2=CC=C(C=C2)OC(F)(F)F)C=C1C=1C=NC=NC1 (6-(3-Hydroxypyrrolidin-1-yl)-5-(pyrimidin-5-yl)-N-(4-(trifluoromethoxy)phenyl)nicotinamide). Reactants: Br, CCc1ccccc1CC, CC(=O)O, CCOCC, O. Yields the product CCc1ccc(CBr)cc1CC. As a reaction SMILES: [BrH:11].[CH2:1]([CH3:2])[c:3]1[c:4]([CH2:9][CH3:10])[cH:5][cH:6][cH:7][cH:8]1.[CH3:12][C:13](=[O:14])[OH:15].[CH3:17][CH2:18][O:19][CH2:20][CH3:21].[OH2:16]>>[CH2:1]([CH3:2])[c:3]1[c:4]([CH2:9][CH3:10])[cH:5][cH:6][c:7]([CH2:12][Br:11])[cH:8]1. Starting materials: N1=C(C=CC2=CC=CC=C12)COC1=CC=C(OCC2=C(OC(CCC(=O)OCC)C(=O)OCC)C=CC=C2)C=C1 (ethyl 4-(2-(4-((quinolin-2-yl)methyloxy)phenoxymethyl)phenoxy)-4-carbethoxybutyrate), [OH-].[Na+] (NaOH). Run in O1CCOCC1 (dioxane). The product is N1=C(C=CC2=CC=CC=C12)COC1=CC=C(OCC2=C(OC(CCC(=O)O)C(=O)O)C=CC=C2)C=C1 (4-(2-(4-((quinolin-2-yl)methyloxy)phenoxymethyl)phenoxy)-4-carboxybutyric acid). Reaction SMILES: [N:1]1[C:10]2[C:5](=[CH:6][CH:7]=[CH:8][CH:9]=2)[CH:4]=[CH:3][C:2]=1[CH2:11][O:12][C:13]1[CH:40]=[CH:39][C:16]([O:17][CH2:18][C:19]2[CH:38]=[CH:37][CH:36]=[CH:35][C:20]=2[O:21][CH:22]([C:30]([O:32]CC)=[O:31])[CH2:23][CH2:24][C:25]([O:27]CC)=[O:26])=[CH:15][CH:14]=1.[OH-].[Na+]>O1CCOCC1>[N:1]1[C:10]2[C:5](=[CH:6][CH:7]=[CH:8][CH:9]=2)[CH:4]=[CH:3][C:2]=1[CH2:11][O:12][C:13]1[CH:14]=[CH:15][C:16]([O:17][CH2:18][C:19]2[CH:38]=[CH:37][CH:36]=[CH:35][C:20]=2[O:21][CH:22]([C:30]([OH:32])=[O:31])[CH2:23][CH2:24][C:25]([OH:27])=[O:26])=[CH:39][CH:40]=1 |f:1.2|. Procedure: The crude product is purified by column chromatography to give ethyl 4-(2-(4-((quinolin-2-yl)methyloxy)phenoxymethyl)phenoxy)-4-carbethoxybutyrate. The ester is treated with 1N NaOH solution (30 mL) in dioxane overnight. The reaction mixture is then acidified, and purified by flash chromatography which gives 4-(2-(4-((quinolin-2-yl)methyloxy)phenoxymethyl)phenoxy)-4-carboxybutyric acid. Starting materials: ClC1=C(CN2C(=NC(=C2C=O)C=C)C)C=CC(=C1)OCCCCC (1-(2-Chloro-4-(1-pentyloxy)benzyl)-4-ethenyl-2-methyl-1H-imidazole-5-carbaldehyde). Reagents/catalysts: [C].[Pd] (palladium carbon). The solvent is O1CCOCC1 (1,4-dioxane). Run at time 1.5 hour. Yields the product ClC1=C(CN2C(=NC(=C2C=O)CC)C)C=CC(=C1)OCCCCC (1-(2-chloro-4-(1-pentyloxy)benzyl)-4-ethyl-2-methyl-1H-imidazole-5-carbaldehyde). Isolated yield 48.9%. As a reaction SMILES: [Cl:1][C:2]1[CH:18]=[C:17]([O:19][CH2:20][CH2:21][CH2:22][CH2:23][CH3:24])[CH:16]=[CH:15][C:3]=1[CH2:4][N:5]1[C:9]([CH:10]=[O:11])=[C:8]([CH:12]=[CH2:13])[N:7]=[C:6]1[CH3:14]>O1CCOCC1.[C].[Pd]>[Cl:1][C:2]1[CH:18]=[C:17]([O:19][CH2:20][CH2:21][CH2:22][CH2:23][CH3:24])[CH:16]=[CH:15][C:3]=1[CH2:4][N:5]1[C:9]([CH:10]=[O:11])=[C:8]([CH2:12][CH3:13])[N:7]=[C:6]1[CH3:14] |f:2.3|. Procedure details: 1-(2-Chloro-4-(1-pentyloxy)benzyl)-4-ethenyl-2-methyl-1H-imidazole-5-carbaldehyde (575 mg) was dissolved in 1,4-dioxane (6 ml) and palladium carbon (50 mg) was added. The mixture was stirred under a hydrogen atmosphere for 1.5 hr. The reaction mixture was filtered through celite. Water was added to the filtrate and extracted with ethyl acetate. The organic layer was washed with brine, dried over anhydrous magnesium sulfate, and concentrated under reduced pressure. The residue was applied to sili... Starting materials: C[Si](C)(C)C=[N+]=[N-] (trimethylsilyldiazomethane), C(=O)(OC)CCC(=O)Cl (3-carbomethoxy propionylchloride), 10g, Br (HBr). Run in C(C)#N (acetonitrile), C(C)(=O)O (acetic acid). Reaction conditions: temperature 0 celsius, time 1 hour. Product: COC(CCC(CBr)=O)=O (5-bromo-4-oxo-pentanoic acid methyl ester). Reaction SMILES: [CH3:1][Si](C=[N+]=[N-])(C)C.[C:8]([CH2:12][CH2:13][C:14](Cl)=[O:15])([O:10][CH3:11])=[O:9].[BrH:17]>C(#N)C.C(O)(=O)C>[CH3:11][O:10][C:8](=[O:9])[CH2:12][CH2:13][C:14](=[O:15])[CH2:1][Br:17]. Procedure details: 30 ml of trimethylsilyldiazomethane (2 M solution in diethyl ether) was added drop wise to a solution of 3-carbomethoxy propionylchloride (3.75 g, 30.5 mmol) in acetonitrile (75 ml) over a period of 10 mins at room temperature. The mixture was then stirred for 1 h. The reaction was cooled to 0° C. and 10g of 33% HBr in acetic acid was added slowly over 20 min, then the reaction was warmed to room temperature and stirred for 16 h. The solvent was removed in vacuo without heating and the residue w... RXN SMILES: [BH4-:17].[CH3:19][OH:20].[CH3:1][CH:2]1[CH2:3][CH:4]=[C:5]([c:8]2[cH:9][cH:10][c:11]([C:14]([CH3:15])=[O:16])[cH:12][cH:13]2)[CH2:6][CH2:7]1.[Na+:18].[OH2:21]>>[CH3:1][CH:2]1[CH2:3][CH:4]=[C:5]([c:8]2[cH:9][cH:10][c:11]([CH:14]([CH3:15])[OH:16])[cH:12][cH:13]2)[CH2:6][CH2:7]1. Starting materials: [BH4-], CO, CC(=O)c1ccc(C2=CCC(C)CC2)cc1, [Na+], O. Yields the product CC1CC=C(c2ccc(C(C)O)cc2)CC1.